From a dataset of the Open Reaction Database (ORD), a public repository of structured organic reaction records. describe an organic reaction: reactants, conditions, products, and yield The reagents and catalysts are [Cu]I (CuI). The solvent is CC(C)O (2-propanol). RXN SMILES: I[C:2]1[CH:3]=[C:4]([CH3:9])[CH:5]=[C:6]([CH3:8])[CH:7]=1.[C:10]1([SH:16])[CH:15]=[CH:14][CH:13]=[CH:12][CH:11]=1.C([O-])([O-])=O.[K+].[K+].C(O)CO>[Cu]I.CC(O)C>[C:10]1([S:16][C:2]2[CH:3]=[C:4]([CH3:9])[CH:5]=[C:6]([CH3:8])[CH:7]=2)[CH:15]=[CH:14][CH:13]=[CH:12][CH:11]=1 |f:2.3.4|. Starting materials: IC=1C=C(C=C(C1)C)C (5-Iodo-m-xylene), C(CO)O (ethylene glycol), C1(=CC=CC=C1)S (thiophenol), C(=O)([O-])[O-].[K+].[K+] (K2CO3). Reported procedure: The general procedure in example 39 was followed. 5-Iodo-m-xylene (144 μL, 1.0 mmol), thiophenol (103 μL, 1.0 mmol), CuI (10 mg, 0.05 mmol), K2CO3 (276 mg, 2.0 mmol), ethylene glycol (111 μL, 2.0 mmol) and 2-propanol (1.0 mL) were used to obtain the 3,5-dimethylphenyl phenyl sulfide (196 mg, 92% yield) as colorless liquid. Column chromatography solvent (hexane). Rf=0.5 (hexane). 1H NMR (CDCl3, 300 MHz) δ 7.19-7.29 (m, 5 H), 6.97 (s, 2 H), 6.87 (s, 1 H). MS (EI) m/z (relative intensity) 214 (100)... The product is C1(=CC=CC=C1)SC1=CC(=CC(=C1)C)C (3,5-dimethylphenyl phenyl sulfide). Yield: 91.4%. The reactants are O=[N+]([O-])c1ccc(N2CCN(c3nnc(Cc4ccccc4)c4ccccc34)CC2)nc1, CCO, [Cl-], [Fe], [NH4+], O. The product is Nc1ccc(N2CCN(c3nnc(Cc4ccccc4)c4ccccc34)CC2)nc1. RXN SMILES: [CH2:1]([c:2]1[cH:3][cH:4][cH:5][cH:6][cH:7]1)[c:8]1[n:9][n:10][c:11]([N:18]2[CH2:19][CH2:20][N:21]([c:24]3[n:25][cH:26][c:27]([N+:30]([O-:31])=[O:32])[cH:28][cH:29]3)[CH2:22][CH2:23]2)[c:12]2[cH:13][cH:14][cH:15][cH:16][c:17]12.[CH3:35][CH2:36][OH:37].[Cl-:33].[Fe:38].[NH4+:34].[OH2:39]>>[CH2:1]([c:2]1[cH:3][cH:4][cH:5][cH:6][cH:7]1)[c:8]1[n:9][n:10][c:11]([N:18]2[CH2:19][CH2:20][N:21]([c:24]3[n:25][cH:26][c:27]([NH2:30])[cH:28][cH:29]3)[CH2:22][CH2:23]2)[c:12]2[cH:13][cH:14][cH:15][cH:16][c:17]12. Reactants: [C-]#N, [C-]#N, CN(C)C=O, Cc1ccc(CNc2ccc3c(I)cccc3n2)o1, O, [Pd], [Zn+2], c1ccc(P(c2ccccc2)c2ccccc2)cc1, c1ccc(P(c2ccccc2)c2ccccc2)cc1, c1ccc(P(c2ccccc2)c2ccccc2)cc1, c1ccc(P(c2ccccc2)c2ccccc2)cc1. Product: Cc1ccc(CNc2ccc3c(C#N)cccc3n2)o1. Reaction SMILES: [C-:26]#[N:27].[C-:29]#[N:30].[CH3:21][N:22]([CH3:23])[CH:24]=[O:25].[I:1][c:2]1[c:3]2[cH:4][cH:5][c:6]([NH:12][CH2:13][c:14]3[o:15][c:16]([CH3:19])[cH:17][cH:18]3)[n:7][c:8]2[cH:9][cH:10][cH:11]1.[OH2:20].[Pd:31].[Zn+2:28].[c:32]1([P:33]([c:34]2[cH:35][cH:36][cH:37][cH:38][cH:39]2)[c:40]2[cH:41][cH:42][cH:43][cH:44][cH:45]2)[cH:46][cH:47][cH:48][cH:49][cH:50]1.[c:51]1([P:52]([c:53]2[cH:54][cH:55][cH:56][cH:57][cH:58]2)[c:59]2[cH:60][cH:61][cH:62][cH:63][cH:64]2)[cH:65][cH:66][cH:67][cH:68][cH:69]1.[c:70]1([P:71]([c:72]2[cH:73][cH:74][cH:75][cH:76][cH:77]2)[c:78]2[cH:79][cH:80][cH:81][cH:82][cH:83]2)[cH:84][cH:85][cH:86][cH:87][cH:88]1.[c:89]1([P:90]([c:91]2[cH:92][cH:93][cH:94][cH:95][cH:96]2)[c:97]2[cH:98][cH:99][cH:100][cH:101][cH:102]2)[cH:103][cH:104][cH:105][cH:106][cH:107]1>>[c:2]1([C:21]#[N:22])[c:3]2[cH:4][cH:5][c:6]([NH:12][CH2:13][c:14]3[o:15][c:16]([CH3:19])[cH:17][cH:18]3)[n:7][c:8]2[cH:9][cH:10][cH:11]1.